This data is from the Open Reaction Database (ORD), a public repository of structured organic reaction records. The task is: describe an organic reaction: reactants, conditions, products, and yield Reactants: C(C)OC(=O)C=1N=CN(C1)C=1C=C(C=CC1)C1=C(C=CC=C1)OC (1-(2′-Methoxy-biphenyl-3-yl)-1H-imidazole-4-carboxylic acid ethyl ester), [OH-].[K+] (potassium hydroxide). Run in C(C)O (ethanol). The product is COC1=C(C=CC=C1)C1=CC(=CC=C1)N1C=NC(=C1)C(=O)O (1-(2′-Methoxy-biphenyl-3-yl)-1H-imidazole-4-carboxylic acid). Reaction SMILES: C([O:3][C:4]([C:6]1[N:7]=[CH:8][N:9]([C:11]2[CH:12]=[C:13]([C:17]3[CH:22]=[CH:21][CH:20]=[CH:19][C:18]=3[O:23][CH3:24])[CH:14]=[CH:15][CH:16]=2)[CH:10]=1)=[O:5])C.[OH-].[K+]>C(O)C>[CH3:24][O:23][C:18]1[CH:19]=[CH:20][CH:21]=[CH:22][C:17]=1[C:13]1[CH:14]=[CH:15][CH:16]=[C:11]([N:9]2[CH:10]=[C:6]([C:4]([OH:5])=[O:3])[N:7]=[CH:8]2)[CH:12]=1 |f:1.2|. Reported procedure: This compound is prepared by hydrolysis of 23c using a 1:1 mixture of aqueous potassium hydroxide (2M) and ethanol.